This data is from the Open Reaction Database (ORD), a public repository of structured organic reaction records. The task is: describe an organic reaction: reactants, conditions, products, and yield The reactants are O=C(Cl)OCc1ccccc1, COC(=O)CNCC(CO[Si](C)(C)C(C)(C)C)NC(=O)OC(C)(C)C, ClCCl. The product is COC(=O)CN(CC(CO[Si](C)(C)C(C)(C)C)NC(=O)OC(C)(C)C)C(=O)OCc1ccccc1. As a reaction SMILES: [CH2:1]([c:2]1[cH:3][cH:4][cH:5][cH:6][cH:7]1)[O:8][C:9](=[O:10])[Cl:11].[CH3:12][O:13][C:14]([CH2:15][NH:16][CH2:17][CH:18]([CH2:19][O:20][Si:21]([CH3:22])([CH3:23])[C:24]([CH3:25])([CH3:26])[CH3:27])[NH:28][C:29](=[O:30])[O:31][C:32]([CH3:33])([CH3:34])[CH3:35])=[O:36].[Cl:37][CH2:38][Cl:39]>>[CH2:1]([c:2]1[cH:3][cH:4][cH:5][cH:6][cH:7]1)[O:8][C:9](=[O:10])[N:16]([CH2:15][C:14]([O:13][CH3:12])=[O:36])[CH2:17][CH:18]([CH2:19][O:20][Si:21]([CH3:22])([CH3:23])[C:24]([CH3:25])([CH3:26])[CH3:27])[NH:28][C:29](=[O:30])[O:31][C:32]([CH3:33])([CH3:34])[CH3:35]. Starting materials: CCOC(=O)c1cc2c(O)cccc2[nH]1, C1CCOC1, CCOC(=O)N=NC(=O)OCC, c1ccc(P(c2ccccc2)c2ccccc2)cc1, OCc1ccoc1. Product: CCOC(=O)c1cc2c(OCc3ccoc3)cccc2[nH]1. Reaction SMILES: [CH2:13]([CH3:14])[O:15][C:16](=[O:17])[c:18]1[nH:19][c:20]2[cH:21][cH:22][cH:23][c:24]([OH:27])[c:25]2[cH:26]1.[CH2:54]1[O:55][CH2:56][CH2:57][CH2:58]1.[O:1]=[C:2]([O:3][CH2:4][CH3:5])[N:6]=[N:7][C:8]([O:9][CH2:10][CH3:11])=[O:12].[c:28]1([P:29]([c:30]2[cH:31][cH:32][cH:33][cH:34][cH:35]2)[c:36]2[cH:37][cH:38][cH:39][cH:40][cH:41]2)[cH:42][cH:43][cH:44][cH:45][cH:46]1.[o:47]1[cH:48][c:49]([CH2:52][OH:53])[cH:50][cH:51]1>>[CH2:13]([CH3:14])[O:15][C:16](=[O:17])[c:18]1[nH:19][c:20]2[cH:21][cH:22][cH:23][c:24]([O:27][CH2:52][c:49]3[cH:48][o:47][cH:51][cH:50]3)[c:25]2[cH:26]1.